Dataset: the Open Reaction Database (ORD), a public repository of structured organic reaction records. Task: describe an organic reaction: reactants, conditions, products, and yield Procedure details: 40.0 mg (0.119 mmol) of 4-(4-bromophenyl)-3-cyclopropyl-2-oxo-2,3-dihydro-1H-imidazol-1-yl]-acetic acid from Example 129A, 24.7 mg (0.130 mmol) of 1-[3-(trifluoromethyl)phenyl]ethylamine and 19.2 mg (0.142 mmol) of HOBt are placed in 1.5 ml of dimethylformamide and treated with 29.6 mg (0.154 mmol) of EDC hydrochloride. This is stirred overnight at room temperature, then stirred with 15 ml of water, and the resulting precipitate is isolated and this crude product purified by preparative HPLC [Me... The solvent is CN(C=O)C (dimethylformamide), O (water). The product is BrC1=CC=C(C=C1)C=1N(C(N(C1)CC(=O)NC(C)C1=CC(=CC=C1)C(F)(F)F)=O)C1CC1 (rac-2-[4-(4-bromophenyl)-3-cyclopropyl-2-oxo-2,3-dihydro-1H-imidazol-1-yl]-N-{1-[3-(trifluoromethyl)phenyl]ethyl}acetamide). Conditions: time 8 hour. As a reaction SMILES: [Br:1][C:2]1[CH:7]=[CH:6][C:5]([C:8]2[N:9]([CH:18]3[CH2:20][CH2:19]3)[C:10](=[O:17])[N:11]([CH2:13][C:14]([OH:16])=O)[CH:12]=2)=[CH:4][CH:3]=1.[F:21][C:22]([F:33])([F:32])[C:23]1[CH:24]=[C:25]([CH:29]([NH2:31])[CH3:30])[CH:26]=[CH:27][CH:28]=1.C1C=CC2N(O)N=NC=2C=1.CCN=C=NCCCN(C)C.Cl>CN(C)C=O.O>[Br:1][C:2]1[CH:3]=[CH:4][C:5]([C:8]2[N:9]([CH:18]3[CH2:20][CH2:19]3)[C:10](=[O:17])[N:11]([CH2:13][C:14]([NH:31][CH:29]([C:25]3[CH:26]=[CH:27][CH:28]=[C:23]([C:22]([F:21])([F:32])[F:33])[CH:24]=3)[CH3:30])=[O:16])[CH:12]=2)=[CH:6][CH:7]=1 |f:3.4|. Starting materials: BrC1=CC=C(C=C1)C=1N(C(N(C1)CC(=O)O)=O)C1CC1 ([4-(4-bromophenyl)-3-cyclopropyl-2-oxo-2,3-dihydro-1H-imidazol-1-yl]-acetic acid), CCN=C=NCCCN(C)C.Cl (EDC hydrochloride), FC(C=1C=C(C=CC1)C(C)N)(F)F (1-[3-(trifluoromethyl)phenyl]ethylamine), C=1C=CC2=C(C1)N=NN2O (HOBt). Starting materials: CS(=O)(=O)N1CCN(CC1)C(=O)OCC1=CC=CC=C1 (Benzyl 4-(methylsulfonyl)piperazine-1-carboxylate), C(C)O (ethanol), [H][H] (hydrogen). Solvent: [Pd] (palladium). Conditions: time 2 hour. Yields the product CS(=O)(=O)N1CCNCC1 ((Methylsulfonyl)piperazine). Reaction SMILES: [CH3:1][S:2]([N:5]1[CH2:10][CH2:9][N:8](C(OCC2C=CC=CC=2)=O)[CH2:7][CH2:6]1)(=[O:4])=[O:3].C(O)C.[H][H]>[Pd]>[CH3:1][S:2]([N:5]1[CH2:10][CH2:9][NH:8][CH2:7][CH2:6]1)(=[O:4])=[O:3]. Procedure details: Benzyl 1-piperazinecarboxylate (2.03 g, 9.22 mmol) was dissolved in pyridine (23.0 mL, 9.22 mmol) and cooled to 0° C. before methanesulfonyl chloride (2.85 mL, 36.9 mmol) was added. The reaction mixture was stirred at 0° C. for 30 minutes and warmed to RT for 2 h. The reaction mixture was diluted with 75 mL of ethyl acetate, added to a separation funnel, partitioned with 3 N HCl (aqueous), washed 3× with 50 mL of 3 N HCl (aqueous), and separated, before the aqueous layer was extracted 3× with ch... Starting materials: Clc1ccc2c(n1)OCCN(Cc1ccccc1)C2, CC(C)(C)[O-], Cc1ccccc1, [Na+], O=C(C=Cc1ccccc1)C=Cc1ccccc1, O=C(C=Cc1ccccc1)C=Cc1ccccc1, O=C(C=Cc1ccccc1)C=Cc1ccccc1, O, [Pd], [Pd], c1ccc(P(c2ccccc2)c2ccc3ccccc3c2-c2c(P(c3ccccc3)c3ccccc3)ccc3ccccc23)cc1. Product: CC(C)(C)Oc1ccc2c(n1)OCCN(Cc1ccccc1)C2. RXN SMILES: [CH2:1]([c:2]1[cH:3][cH:4][cH:5][cH:6][cH:7]1)[N:8]1[CH2:9][CH2:10][O:11][c:12]2[c:13]([cH:15][cH:16][c:17]([Cl:19])[n:18]2)[CH2:14]1.[CH3:20][C:21]([CH3:22])([O-:23])[CH3:24].[CH3:73][c:74]1[cH:75][cH:76][cH:77][cH:78][cH:79]1.[Na+:25].[O:100]=[C:101]([CH:102]=[CH:103][c:104]1[cH:105][cH:106][cH:107][cH:108][cH:109]1)[CH:110]=[CH:111][c:112]1[cH:113][cH:114][cH:115][cH:116][cH:117]1.[O:118]=[C:119]([CH:120]=[CH:121][c:122]1[cH:123][cH:124][cH:125][cH:126][cH:127]1)[CH:128]=[CH:129][c:130]1[cH:131][cH:132][cH:133][cH:134][cH:135]1.[O:82]=[C:83]([CH:84]=[CH:85][c:86]1[cH:87][cH:88][cH:89][cH:90][cH:91]1)[CH:92]=[CH:93][c:94]1[cH:95][cH:96][cH:97][cH:98][cH:99]1.[OH2:72].[Pd:80].[Pd:81].[cH:26]1[cH:27][cH:28][c:29]([P:30]([c:31]2[cH:32][cH:33][c:34]3[c:35]([cH:36][cH:37][cH:38][cH:39]3)[c:40]2-[c:41]2[c:42]3[c:43]([cH:44][cH:45][cH:46][cH:47]3)[cH:48][cH:49][c:50]2[P:51]([c:52]2[cH:53][cH:54][cH:55][cH:56][cH:57]2)[c:58]2[cH:59][cH:60][cH:61][cH:62][cH:63]2)[c:64]2[cH:65][cH:66][cH:67][cH:68][cH:69]2)[cH:70][cH:71]1>>[CH2:1]([c:2]1[cH:3][cH:4][cH:5][cH:6][cH:7]1)[N:8]1[CH2:9][CH2:10][O:11][c:12]2[c:13]([cH:15][cH:16][c:17]([O:23][C:21]([CH3:20])([CH3:22])[CH3:24])[n:18]2)[CH2:14]1. Starting materials: CC(=O)O, CCCc1nc(C(C)(C)O)c(C(=O)OCc2oc(=O)oc2C)n1Cc1ccc(-c2ccccc2-c2nnnn2C(c2ccccc2)(c2ccccc2)c2ccccc2)cc1. Yields the product CCCc1nc(C(C)(C)O)c(C(=O)OCc2oc(=O)oc2C)n1Cc1ccc(-c2ccccc2-c2nnn[nH]2)cc1. As a reaction SMILES: [CH3:61][C:62](=[O:63])[OH:64].[OH:1][C:2]([CH3:3])([CH3:4])[c:5]1[n:6][c:7]([CH2:58][CH2:59][CH3:60])[n:8]([CH2:21][c:22]2[cH:23][cH:24][c:25](-[c:28]3[c:29](-[c:34]4[n:35][n:36][n:37][n:38]4[C:39]([c:40]4[cH:41][cH:42][cH:43][cH:44][cH:45]4)([c:46]4[cH:47][cH:48][cH:49][cH:50][cH:51]4)[c:52]4[cH:53][cH:54][cH:55][cH:56][cH:57]4)[cH:30][cH:31][cH:32][cH:33]3)[cH:26][cH:27]2)[c:9]1[C:10](=[O:11])[O:12][CH2:13][c:14]1[o:15][c:16](=[O:20])[o:17][c:18]1[CH3:19]>>[OH:1][C:2]([CH3:3])([CH3:4])[c:5]1[n:6][c:7]([CH2:58][CH2:59][CH3:60])[n:8]([CH2:21][c:22]2[cH:23][cH:24][c:25](-[c:28]3[c:29](-[c:34]4[n:35][n:36][n:37][nH:38]4)[cH:30][cH:31][cH:32][cH:33]3)[cH:26][cH:27]2)[c:9]1[C:10](=[O:11])[O:12][CH2:13][c:14]1[o:15][c:16](=[O:20])[o:17][c:18]1[CH3:19]. Yields the product C(C1=CC=CC=C1)OC1=CC=C(C=C1)CCCCO (4-(4-Benzyloxyphenyl)butanol). The reactants are OC1=CC=C(C=C1)CCCCO (4-(4-hydroxyphenyl)butanol), C([O-])([O-])=O.[K+].[K+] (potassium carbonate), C(C1=CC=CC=C1)Br (benzyl bromide), 160.8. Procedure: To a solution of 4-(4-hydroxyphenyl)butanol (125 g, 0.75 mole) in acetone 0.85.8 g (1.25 mole) anhydrous potassium carbonate (285.8 g, 1.25 mole) was added, followed by 160.8 (0.94 mole) benzyl bromide. The reaction mixture was then heated at reflux for 25 hours. After cooling to room temperature, the reaction mixture was filtered and the filter cake washed with acetone. The filtrate was concentrated to dryness. The solid residue was washed twice with 500 ml hexane. After drying under high vacuu... As a reaction SMILES: [OH:1][C:2]1[CH:7]=[CH:6][C:5]([CH2:8][CH2:9][CH2:10][CH2:11][OH:12])=[CH:4][CH:3]=1.C(=O)([O-])[O-].[K+].[K+].[CH2:19](Br)[C:20]1[CH:25]=[CH:24][CH:23]=[CH:22][CH:21]=1>CC(C)=O>[CH2:19]([O:1][C:2]1[CH:3]=[CH:4][C:5]([CH2:8][CH2:9][CH2:10][CH2:11][OH:12])=[CH:6][CH:7]=1)[C:20]1[CH:25]=[CH:24][CH:23]=[CH:22][CH:21]=1 |f:1.2.3|. The solvent is CC(=O)C (acetone). The reactants are C(C1=CC=CC=C1)N (benzylamine), N#N (N2), [BH3-]C#N.[Na+] (NaCNBH3), C(C1=CC=CC=C1)N1CC2(CC1)CNCC2 (2-benzyl-2,7-diaza-spiro[4.4]nonane), C(C)(=O)O (acetic acid), C(C)C1(CC1)O[Si](C)(C)C ((1-ethylcyclopropyloxy) trimethylsilane), N#N (N2). Reagents/catalysts: [Pd] (Pd). Run in CCO (EtOH), CO (MeOH). Reaction conditions: time 8 hour. The product is C1(CC1)N1CC2(CC1)CNCC2 (2-cyclopropyl-2,7-diazaspiro[4.4]nonane). As a reaction SMILES: [BH3-]C#N.[Na+].[CH2:5]([N:12]1[CH2:16][CH2:15][C:14]2([CH2:20][CH2:19][NH:18][CH2:17]2)[CH2:13]1)[C:6]1[CH:11]=CC=CC=1.C(O)(=O)C.C(C1(O[Si](C)(C)C)CC1)C.C(N)C1C=CC=CC=1.N#N>CO.CCO.[Pd]>[CH:5]1([N:12]2[CH2:16][CH2:15][C:14]3([CH2:20][CH2:19][NH:18][CH2:17]3)[CH2:13]2)[CH2:6][CH2:11]1 |f:0.1|. Procedure: NaCNBH3 (654 mg, 10.4 mmol) was added to a solution of 2-benzyl-2,7-diaza-spiro[4.4]nonane (450 mg, 2.08 mmol), acetic acid (1.19 ml, 20.8 mmol), molecular sieve (3 Å, beads) and (1-ethylcyclopropyloxy) trimethylsilane (2.09 ml, 10.4 mmol) in MeOH (45 ml) and the mixture was then refluxed. After 4 h the reaction batch was cooled to RT and filtered. The residue was washed with MeOH (50 ml) and the combined organic phases were concentrated to dryness. The residue was taken up in water (5 ml) and N... Starting materials: CCOC(=O)C(C)(C)Sc1cnc(N)s1, COc1ccccc1SCCCN(C(=O)Nc1ncc(SC(C)(C)C(=O)O)s1)C1CCC(C)CC1, FC(F)(F)Oc1ccccc1S. The product is CC1CCC(N(CCCSc2ccccc2OC(F)(F)F)C(=O)Nc2ncc(SC(C)(C)C(=O)O)s2)CC1. RXN SMILES: [CH2:48]([O:49][C:50](=[O:51])[C:52]([S:53][c:54]1[s:55][c:56]([NH2:57])[n:58][cH:59]1)([CH3:60])[CH3:61])[CH3:62].[CH3:1][O:2][c:3]1[cH:4][cH:5][cH:6][cH:7][c:8]1[S:9][CH2:10][CH2:11][CH2:12][N:13]([C:14]([NH:15][c:16]1[s:17][c:18]([S:21][C:22]([C:23](=[O:24])[OH:25])([CH3:26])[CH3:27])[cH:19][n:20]1)=[O:28])[CH:29]1[CH2:30][CH2:31][CH:32]([CH3:35])[CH2:33][CH2:34]1.[F:36][C:37]([O:38][c:39]1[c:40]([SH:45])[cH:41][cH:42][cH:43][cH:44]1)([F:46])[F:47]>>[CH2:10]([CH2:11][CH2:12][N:13]([C:14]([NH:15][c:16]1[s:17][c:18]([S:21][C:22]([C:23](=[O:24])[OH:25])([CH3:26])[CH3:27])[cH:19][n:20]1)=[O:28])[CH:29]1[CH2:30][CH2:31][CH:32]([CH3:35])[CH2:33][CH2:34]1)[S:45][c:40]1[c:39]([O:38][C:37]([F:36])([F:46])[F:47])[cH:44][cH:43][cH:42][cH:41]1. Starting materials: C1(=CC=CC=C1)N1CCN(CC1)CCC#CC1=CC=C(C=O)C=C1 (4-[4-(4-phenylpiperazin-1-yl)but-1-ynyl]benzaldehyde), S([O-])(O)=O.[Na+] (sodium bisulfite), NC1=C(C=CC=C1)N (1,2-diaminobenzene). Run in CO (methanol). Product: N (ammonia), C1(=CC=CC=C1)N1CCN(CC1)CCC#CC1=CC=C(C=C1)C1=NC2=C(N1)C=CC=C2 (2-[4-[4-(4-Phenyl-1-piperazinyl)-1-butynyl]phenyl]-1H-benzimidazole). Yield: 85.7%. RXN SMILES: [C:1]1([N:7]2[CH2:12][CH2:11][N:10]([CH2:13][CH2:14][C:15]#[C:16][C:17]3[CH:24]=[CH:23][C:20]([CH:21]=O)=[CH:19][CH:18]=3)[CH2:9][CH2:8]2)[CH:6]=[CH:5][CH:4]=[CH:3][CH:2]=1.S(=O)(O)[O-].[Na+].[NH2:30][C:31]1[CH:36]=[CH:35][CH:34]=[CH:33][C:32]=1[NH2:37]>CO>[NH3:7].[C:1]1([N:7]2[CH2:12][CH2:11][N:10]([CH2:13][CH2:14][C:15]#[C:16][C:17]3[CH:24]=[CH:23][C:20]([C:21]4[NH:37][C:32]5[CH:33]=[CH:34][CH:35]=[CH:36][C:31]=5[N:30]=4)=[CH:19][CH:18]=3)[CH2:9][CH2:8]2)[CH:6]=[CH:5][CH:4]=[CH:3][CH:2]=1 |f:1.2|. Procedure details: A mixture of 4-[4-(4-phenylpiperazin-1-yl)but-1-ynyl]benzaldehyde (Example B) (1.28 g), sodium bisulfite (0.4 g) and 1,2-diaminobenzene (0.43 g) is stirred in methanol (50 mL) at reflux for 18 hours. The mixture is filtered and the solvent evaporated. The residue is purified by chromatography on silica gel eluting with 200:8:1 dichloromethane:ethanol:0.880 aqueous ammonia to give 0.70 g of the title compound as a tan solid; mp 247°-248° C. The reactants are ClC1=NC(=NC=C1CCC(=O)OCC)\C=C\C1=CC=CC=C1 (ethyl 3-{4-chloro-2-[(E)-2-phenylethenyl]-5-pyrimidinyl}propanoate), N (ammonia), CO (MeOH). Conditions: temperature 110 celsius, time 8 hour. Yields the product C1(=CC=CC=C1)/C=C/C1N=CC2=C(N1)NC(CC2)=O (2-[(E)-2-Phenylethenyl]-5,8-dihydropyrido[2,3-d]pyrimidin-7(1H)-one). Yield: 36.3%. Reaction SMILES: Cl[C:2]1[C:7]([CH2:8][CH2:9][C:10](OCC)=[O:11])=[CH:6][N:5]=[C:4](/[CH:15]=[CH:16]/[C:17]2[CH:22]=[CH:21][CH:20]=[CH:19][CH:18]=2)[N:3]=1.[NH3:23].CO>>[C:17]1(/[CH:16]=[CH:15]/[CH:4]2[NH:3][C:2]3[NH:23][C:10](=[O:11])[CH2:9][CH2:8][C:7]=3[CH:6]=[N:5]2)[CH:22]=[CH:21][CH:20]=[CH:19][CH:18]=1. Procedure details: To a 320 mL sealed flask at room temperature was added ethyl 3-{4-chloro-2-[(E)-2-phenylethenyl]-5-pyrimidinyl}propanoate (6.6 g, 20.83 mmol) and ammonia in MeOH (59.5 mL, 417 mmol, 7M solution). The flask was sealed and the reaction was heated at 110° C. for 7 h. After 3 h a solid precipitated. The reaction was then stirred at room temperature overnight, followed by heating for an additional 5 h. The reaction mixture was filtered through a Buchner funnel and the resulting solid was washed with ...